describe an organic reaction: reactants, conditions, products, and yield From a dataset of the Open Reaction Database (ORD), a public repository of structured organic reaction records. Reactants: CCCCCCCCCCCCCCCC(=O)Cl, O=C([O-])O, CN(C)C=O, OCC1OC(n2cnc3c(O)ncnc32)CC1O, [Na+]. The product is CCCCCCCCCCCCCCCC(=O)C1(n2cnc3c(O)ncnc32)CC(O)C(CO)O1. RXN SMILES: [C:19]([CH2:20][CH2:21][CH2:22][CH2:23][CH2:24][CH2:25][CH2:26][CH2:27][CH2:28][CH2:29][CH2:30][CH2:31][CH2:32][CH2:33][CH3:34])(=[O:35])[Cl:36].[C:37](=[O:38])([OH:39])[O-:40].[CH3:42][N:43]([CH3:44])[CH:45]=[O:46].[CH:1]1([n:9]2[cH:10][n:11][c:12]3[c:13]([OH:14])[n:15][cH:16][n:17][c:18]23)[CH2:2][CH:3]([OH:4])[CH:5]([CH2:6][OH:7])[O:8]1.[Na+:41]>>[C:1]1([n:9]2[cH:10][n:11][c:12]3[c:13]([OH:14])[n:15][cH:16][n:17][c:18]23)([C:19]([CH2:20][CH2:21][CH2:22][CH2:23][CH2:24][CH2:25][CH2:26][CH2:27][CH2:28][CH2:29][CH2:30][CH2:31][CH2:32][CH2:33][CH3:34])=[O:35])[CH2:2][CH:3]([OH:4])[CH:5]([CH2:6][OH:7])[O:8]1. Reactants: C1CCOC1, CCOC(C)=O, O=C1CCc2cnc(C=CCCCN3CCN(c4cccc(Cl)c4Cl)CC3)cc2N1. Product: O=C1CCc2cnc(CCCCCN3CCN(c4cccc(Cl)c4Cl)CC3)cc2N1. As a reaction SMILES: [CH2:37]1[O:38][CH2:39][CH2:40][CH2:41]1.[CH3:31][CH2:32][O:33][C:34]([CH3:35])=[O:36].[Cl:1][c:2]1[c:3]([N:9]2[CH2:10][CH2:11][N:12]([CH2:15][CH2:16][CH2:17][CH:18]=[CH:19][c:20]3[n:21][cH:22][c:23]4[c:28]([cH:29]3)[NH:27][C:26](=[O:30])[CH2:25][CH2:24]4)[CH2:13][CH2:14]2)[cH:4][cH:5][cH:6][c:7]1[Cl:8]>>[Cl:1][c:2]1[c:3]([N:9]2[CH2:10][CH2:11][N:12]([CH2:15][CH2:16][CH2:17][CH2:18][CH2:19][c:20]3[n:21][cH:22][c:23]4[c:28]([cH:29]3)[NH:27][C:26](=[O:30])[CH2:25][CH2:24]4)[CH2:13][CH2:14]2)[cH:4][cH:5][cH:6][c:7]1[Cl:8]. Starting materials: Br (hydrogen bromide), BrC=1C(=C(CO)C=C(C1)OC)O (3-bromo-2-hydroxy-5-methoxy-benzyl alcohol). Solvent: C(C)(=O)O (acetic acid). Run at time 5 hour. Yields the product BrC=1C(=C(CBr)C=C(C1)OC)O (3-Bromo-2-hydroxy-5-methoxy-benzyl bromide). As a reaction SMILES: [BrH:1].[Br:2][C:3]1[C:4]([OH:13])=[C:5]([CH:8]=[C:9]([O:11][CH3:12])[CH:10]=1)[CH2:6]O>C(O)(=O)C>[Br:2][C:3]1[C:4]([OH:13])=[C:5]([CH:8]=[C:9]([O:11][CH3:12])[CH:10]=1)[CH2:6][Br:1]. Procedure: In the course of 30 minutes, at room temperature, 20 g of hydrogen bromide are introduced into a suspension of 50 g of 3-bromo-2-hydroxy-5-methoxy-benzyl alcohol in 300 ml of anhydrous acetic acid. The reaction mixture is stirred for 5 hours at room temperature and the resulting solution is concentrated by evaporation. The black-brown oily residue, which crystallises slowly when left to stand at room temperature, is crystallised from ethyl acetate/cyclohexane (5:1) with the addition of a small a... Starting materials: O=C([O-])O, CC(=O)OC(C)Cl, Cc1cc(C(F)(F)F)c(-c2ccc(CC(NC(=O)c3c(Cl)cccc3Cl)C(=O)O)cc2)c(=O)n1C, [Na+], CN(C)C=O, O. Yields the product CC(=O)OC(C)OC(=O)C(Cc1ccc(-c2c(C(F)(F)F)cc(C)n(C)c2=O)cc1)NC(=O)c1c(Cl)cccc1Cl. RXN SMILES: [C:36](=[O:37])([OH:38])[O-:39].[C:41]([CH3:42])(=[O:43])[O:44][CH:45]([CH3:46])[Cl:47].[Cl:1][c:2]1[c:3]([C:9](=[O:10])[NH:11][CH:12]([CH2:13][c:14]2[cH:15][cH:16][c:17](-[c:20]3[c:21](=[O:32])[n:22]([CH3:31])[c:23]([CH3:30])[cH:24][c:25]3[C:26]([F:27])([F:28])[F:29])[cH:18][cH:19]2)[C:33](=[O:34])[OH:35])[c:4]([Cl:8])[cH:5][cH:6][cH:7]1.[Na+:40].[O:49]=[CH:50][N:51]([CH3:52])[CH3:53].[OH2:48]>>[Cl:1][c:2]1[c:3]([C:9](=[O:10])[NH:11][CH:12]([CH2:13][c:14]2[cH:15][cH:16][c:17](-[c:20]3[c:21](=[O:32])[n:22]([CH3:31])[c:23]([CH3:30])[cH:24][c:25]3[C:26]([F:27])([F:28])[F:29])[cH:18][cH:19]2)[C:33]([O:34][CH:45]([O:44][C:41]([CH3:42])=[O:43])[CH3:46])=[O:35])[c:4]([Cl:8])[cH:5][cH:6][cH:7]1. Reactants: CC(C)CCOc1ccc2ccccc2c1C=O, CC(C)C(=O)Nc1cccc(C2CCNCC2)c1. Yields the product CC(C)CCOc1ccc2ccccc2c1CN1CCC(c2cccc(NC(=O)C(C)C)c2)CC1. Reaction SMILES: [CH2:1]([CH2:2][CH:3]([CH3:4])[CH3:5])[O:6][c:7]1[c:8]([CH:17]=[O:18])[c:9]2[cH:10][cH:11][cH:12][cH:13][c:14]2[cH:15][cH:16]1.[CH3:19][CH:20]([C:21](=[O:22])[NH:23][c:24]1[cH:25][c:26]([CH:30]2[CH2:31][CH2:32][NH:33][CH2:34][CH2:35]2)[cH:27][cH:28][cH:29]1)[CH3:36]>>[CH2:1]([CH2:2][CH:3]([CH3:4])[CH3:5])[O:6][c:7]1[c:8]([CH2:17][N:33]2[CH2:32][CH2:31][CH:30]([c:26]3[cH:25][c:24]([NH:23][C:21]([CH:20]([CH3:19])[CH3:36])=[O:22])[cH:29][cH:28][cH:27]3)[CH2:35][CH2:34]2)[c:9]2[cH:10][cH:11][cH:12][cH:13][c:14]2[cH:15][cH:16]1. Reactants: C(C)N(CC)CC1=C(C=C(S1)C(=O)O)C (5-diethylaminomethyl-4-methyl-thiophene-2-carboxylic acid), C[N+]1(CCOCC1)[O-] (N-methyl morpholine-N-oxide), solution, C(C=C)C1=CC=C(C(=N)NO)C=C1 (4-allyl-N-hydroxy-benzamidine), C(C=C)C1=CC=C(C=C1)C1=NOC(=N1)C1=CC(=C(S1)CN(CC)CC)C ({5-[3-(4-allyl-phenyl)-[1,2,4]oxadiazol-5-yl]-3-methyl-thiophen-2-ylmethyl}-diethyl-amine), CC(=O)C (acetone). The solvent is C(Cl)Cl (DCM), O=[Os](=O)(=O)=O (OsO4), C(CCC)O (butanol), O (water). Run at time 16 hour. Product: C(C)N(CC)CC1=C(C=C(S1)C1=NC(=NO1)C1=CC=C(C=C1)CC(CO)O)C (rac-3-{4-[5-(5-Diethylaminomethyl-4-methyl-thiophen-2-yl)-[1,2,4]oxadiazol-3-yl]-phenyl}-propane-1,2-diol). Reaction SMILES: C(N(CC1SC(C(O)=[O:13])=CC=1C)CC)C.C(C1C=CC(C(NO)=N)=CC=1)C=C.C([C:32]1[CH:37]=[CH:36][C:35]([C:38]2[N:42]=[C:41]([C:43]3[S:47][C:46]([CH2:48][N:49]([CH2:52][CH3:53])[CH2:50][CH3:51])=[C:45]([CH3:54])[CH:44]=3)[O:40][N:39]=2)=[CH:34][CH:33]=1)C=C.C[N+]1([O-])CCOCC1.[CH3:63][C:64]([CH3:66])=[O:65]>O.O=[Os](=O)(=O)=O.C(O)CCC.C(Cl)Cl>[CH2:50]([N:49]([CH2:48][C:46]1[S:47][C:43]([C:41]2[O:40][N:39]=[C:38]([C:35]3[CH:36]=[CH:37][C:32]([CH2:63][CH:64]([OH:65])[CH2:66][OH:13])=[CH:33][CH:34]=3)[N:42]=2)=[CH:44][C:45]=1[CH3:54])[CH2:52][CH3:53])[CH3:51]. Procedure details: {5-[3-(4-Allyl-phenyl)-[1,2,4]oxadiazol-5-yl]-3-methyl-thiophen-2-ylmethyl}-diethyl-amine (625 mg) is obtained as a yellow oil starting from 5-diethylaminomethyl-4-methyl-thiophene-2-carboxylic acid (1.50 g, 6.60 mmol) and 4-allyl-N-hydroxy-benzamidine (1.28 g, 7.26 mmol) according to Method A; LC-MS: tR=0.64 min; [M+1]+=368.20. b) To a solution of {5-[3-(4-allyl-phenyl)-[1,2,4]oxadiazol-5-yl]-3-methyl-thiophen-2-ylmethyl}-diethyl-amine (550 mg, 1.50 mmol) in acetone (7.5 mL) and water (0.5 mL),... The reactants are CCOC(=O)c1cc(NCc2ccccc2)c(Oc2ccc(OCc3ccccc3)cc2)c(S(N)(=O)=O)c1, Cl, [Na+], [OH-]. Product: NS(=O)(=O)c1cc(C(=O)O)cc(NCc2ccccc2)c1Oc1ccc(OCc2ccccc2)cc1. RXN SMILES: [CH2:1]([c:2]1[cH:3][cH:4][cH:5][cH:6][cH:7]1)[NH:8][c:9]1[cH:10][c:11]([C:12](=[O:13])[O:14][CH2:15][CH3:16])[cH:17][c:18]([S:35]([NH2:36])(=[O:37])=[O:38])[c:19]1[O:20][c:21]1[cH:22][cH:23][c:24]([O:27][CH2:28][c:29]2[cH:30][cH:31][cH:32][cH:33][cH:34]2)[cH:25][cH:26]1.[ClH:39].[Na+:41].[OH-:40]>>[CH2:1]([c:2]1[cH:3][cH:4][cH:5][cH:6][cH:7]1)[NH:8][c:9]1[cH:10][c:11]([C:12](=[O:13])[OH:14])[cH:17][c:18]([S:35]([NH2:36])(=[O:37])=[O:38])[c:19]1[O:20][c:21]1[cH:22][cH:23][c:24]([O:27][CH2:28][c:29]2[cH:30][cH:31][cH:32][cH:33][cH:34]2)[cH:25][cH:26]1. Run in CC(=O)C (acetone). Yields the product C(C)(C)(C)OC(C(C)(C)O\N=C(/C(=O)N[C@H]1[C@H]2[S@@](CC(=C(N2C1=O)C(=O)OC(C1=CC=CC=C1)C1=CC=CC=C1)CI)=O)\C=1N=C(SC1Cl)NC(=O)OC(C)(C)C)=O ((5R,6R,7R)-benzhydryl 7-((Z)-2-(((1-(tert-butoxy)-2-methyl-1-oxopropan-2-yl)oxy)imino)-2-(2-((tert-butoxycarbonyl)amino)-5-chlorothiazol-4-yl)acetamido)-3-(iodomethyl)-8-oxo-5-thia-1-azabicyclo[4.2.0]oct-2-ene-2-carboxylate 5-oxide). Reaction SMILES: [C:1]([O:5][C:6](=[O:58])[C:7]([O:10]/[N:11]=[C:12](/[C:44]1[N:45]=[C:46]([NH:50][C:51]([O:53][C:54]([CH3:57])([CH3:56])[CH3:55])=[O:52])[S:47][C:48]=1[Cl:49])\[C:13]([NH:15][C@@H:16]1[C:23](=[O:24])[N:22]2[C@@H:17]1[S@:18](=[O:43])[CH2:19][C:20]([CH2:41]Cl)=[C:21]2[C:25]([O:27][CH:28]([C:35]1[CH:40]=[CH:39][CH:38]=[CH:37][CH:36]=1)[C:29]1[CH:34]=[CH:33][CH:32]=[CH:31][CH:30]=1)=[O:26])=[O:14])([CH3:9])[CH3:8])([CH3:4])([CH3:3])[CH3:2].[I-:59].[Na+]>CC(C)=O>[C:1]([O:5][C:6](=[O:58])[C:7]([O:10]/[N:11]=[C:12](/[C:44]1[N:45]=[C:46]([NH:50][C:51]([O:53][C:54]([CH3:57])([CH3:56])[CH3:55])=[O:52])[S:47][C:48]=1[Cl:49])\[C:13]([NH:15][C@@H:16]1[C:23](=[O:24])[N:22]2[C@@H:17]1[S@:18](=[O:43])[CH2:19][C:20]([CH2:41][I:59])=[C:21]2[C:25]([O:27][CH:28]([C:35]1[CH:40]=[CH:39][CH:38]=[CH:37][CH:36]=1)[C:29]1[CH:34]=[CH:33][CH:32]=[CH:31][CH:30]=1)=[O:26])=[O:14])([CH3:9])[CH3:8])([CH3:4])([CH3:3])[CH3:2] |f:1.2|. Reported procedure: To a solution of (5R,6R,7R)-benzhydryl 7-((Z)-2-(((1-(tert-butoxy)-2-methyl-1-oxopropan-2-yl)oxy)imino)-2-(2-((tert-butoxycarbonyl)amino)-5-chlorothiazol-4-yl)acetamido)-3-(chloromethyl)-8-oxo-5-thia-1-azabicyclo[4.2.0]oct-2-ene-2-carboxylate 5-oxide (10.5 g, 11.50 mmol) in acetone (120 mL) was added sodium iodide (2.58 g, 17.24 mmol). The mixture was stirred at room temperature over 1.5 h. LCMS indicated completion of the reaction. The solid was filtered off, the filtrate was concentrated under... Reactants: C(C)(C)(C)OC(C(C)(C)O\N=C(/C(=O)N[C@H]1[C@H]2[S@@](CC(=C(N2C1=O)C(=O)OC(C1=CC=CC=C1)C1=CC=CC=C1)CCl)=O)\C=1N=C(SC1Cl)NC(=O)OC(C)(C)C)=O ((5R,6R,7R)-benzhydryl 7-((Z)-2-(((1-(tert-butoxy)-2-methyl-1-oxopropan-2-yl)oxy)imino)-2-(2-((tert-butoxycarbonyl)amino)-5-chlorothiazol-4-yl)acetamido)-3-(chloromethyl)-8-oxo-5-thia-1-azabicyclo[4.2.0]oct-2-ene-2-carboxylate 5-oxide), [I-].[Na+] (sodium iodide). Conditions: time 1.5 hour. The yield is 67.4%. The reactants are Cl.O=C(O)CC=1C=CN=CC1, [Zn].O=S(O)C(F)(F)F. The reagents and catalysts are OOC(C)(C)C. The solvent is O, ClCCl. Reaction conditions: temperature 25 celsius, time 24 hour. Yields the product O=C(O)CC=1C=CN=C(C1)C(F)(F)F. Isolated yield 57.0%.